From a dataset of the Open Reaction Database (ORD), a public repository of structured organic reaction records. describe an organic reaction: reactants, conditions, products, and yield The reactants are [H-].[Na+] (Sodium hydride), C1(=CC=CC=C1)C=1C(=CNC1)C(=O)OC (methyl 4-phenyl-3-pyrrolcarboxylate), ClCC=1C=CC(=NC1)OCC=1N=C(OC1C)C1=CC=CC=C1 (5-chloromethyl-2-(5-methyl-2-phenyl-4-oxazolylmethoxy)pyridine), CN(C=O)C (N,N-dimethylformamide). Run in O (water). Conditions: time 15 hour. The product is CC1=C(N=C(O1)C1=CC=CC=C1)COC1=CC=C(C=N1)CN1C=C(C(=C1)C1=CC=CC=C1)C(=O)OC (methyl 1-[6-(5-methyl-2-phenyl-4-oxazolylmethoxy)-3-pyridylmethyl]-4-phenyl-1H-pyrrol-3-carboxylate). Isolated yield 95.8%. As a reaction SMILES: [H-].[Na+].[C:3]1([C:9]2[C:10]([C:14]([O:16][CH3:17])=[O:15])=[CH:11][NH:12][CH:13]=2)[CH:8]=[CH:7][CH:6]=[CH:5][CH:4]=1.Cl[CH2:19][C:20]1[CH:21]=[CH:22][C:23]([O:26][CH2:27][C:28]2[N:29]=[C:30]([C:34]3[CH:39]=[CH:38][CH:37]=[CH:36][CH:35]=3)[O:31][C:32]=2[CH3:33])=[N:24][CH:25]=1.CN(C)C=O>O>[CH3:33][C:32]1[O:31][C:30]([C:34]2[CH:35]=[CH:36][CH:37]=[CH:38][CH:39]=2)=[N:29][C:28]=1[CH2:27][O:26][C:23]1[N:24]=[CH:25][C:20]([CH2:19][N:12]2[CH:13]=[C:9]([C:3]3[CH:4]=[CH:5][CH:6]=[CH:7][CH:8]=3)[C:10]([C:14]([O:16][CH3:17])=[O:15])=[CH:11]2)=[CH:21][CH:22]=1 |f:0.1|. Procedure: Sodium hydride (60%, oily, 310 mg) was added to a mixture of methyl 4-phenyl-3-pyrrolcarboxylate (1.20 g), 5-chloromethyl-2-(5-methyl-2-phenyl-4-oxazolylmethoxy)pyridine (1.88 g), and N,N-dimethylformamide (50 ml) at room temperature, and the mixture was stirred for 15 hours. The reaction mixture was poured into water, and extracted with ethyl acetate. The ethyl acetate layer was washed with saturated aqueous sodium chloride solution, dried (MgSO4), and concentrated. The residue was subjected to... Starting materials: ICCC=1C=CC2=C(N=C(O2)CCCCC)C1 (5-(2-iodo-ethyl)-2-pentyl-benzoxazole), [Cl-].[NH4+] (ammonium chloride), C(C)(C)[C@@H]1N=C(C(N=C1OC)C)OC ((S)-2-Isopropyl-3,6-dimethoxy-5-methyl-2,5-dihydro-pyrazine), C(CCC)[Li] (n-butyl lithium), solution. The solvent is C1CCOC1 (THF), CCOC(=O)C (AcOEt), C1CCOC1 (THF), CCCCCC (n-hexane). Run at temperature -65 celsius, time 90 minute. Product: C(C)(C)[C@@H]1N=C([C@@](N=C1OC)(C)CCC=1C=CC2=C(N=C(O2)CCCCC)C1)OC (5-[2-((2R,5S)-5-Isopropyl-3,6-dimethoxy-2-methyl-2,5-dihydro-pyrazin-2-yl)-ethyl]-2-pentyl-benzoxazole). As a reaction SMILES: [CH:1]([C@H:4]1[C:9]([O:10][CH3:11])=[N:8][CH:7]([CH3:12])[C:6]([O:13][CH3:14])=[N:5]1)([CH3:3])[CH3:2].C([Li])CCC.I[CH2:21][CH2:22][C:23]1[CH:24]=[CH:25][C:26]2[O:30][C:29]([CH2:31][CH2:32][CH2:33][CH2:34][CH3:35])=[N:28][C:27]=2[CH:36]=1.[Cl-].[NH4+]>C1COCC1.CCCCCC.CCOC(C)=O>[CH:1]([C@H:4]1[C:9]([O:10][CH3:11])=[N:8][C@@:7]([CH2:21][CH2:22][C:23]2[CH:24]=[CH:25][C:26]3[O:30][C:29]([CH2:31][CH2:32][CH2:33][CH2:34][CH3:35])=[N:28][C:27]=3[CH:36]=2)([CH3:12])[C:6]([O:13][CH3:14])=[N:5]1)([CH3:3])[CH3:2] |f:3.4|. Procedure: Under an argon atmosphere, a −70° C. solution of (S)-2-Isopropyl-3,6-dimethoxy-5-methyl-2,5-dihydro-pyrazine (652.5 μl, 3.291 mmol) in dry THF (7 ml) was treated with a solution of n-butyl lithium in n-hexane (2.1 ml of a 1.6M solution, 3.29 mmol). After stirring for 10 minutes a solution of 5-(2-iodo-ethyl)-2-pentyl-benzoxazole (753 mg, 2.19 mmol) in dry THF (5 ml) was added and the reaction mixture was stirred for 90 minutes at −65° C. followed by 2 hours at 0-5° C. The reaction was distribute... Starting materials: CC(c1ccc(Br)cc1)N1CCC(CCCO)(c2ccc(F)cc2)OC1=O, Clc1cccnn1. The product is CC(c1ccc(-c2cccnn2)cc1)N1CCC(CCCO)(c2ccc(F)cc2)OC1=O. Reaction SMILES: [Br:1][c:2]1[cH:3][cH:4][c:5]([CH:8]([CH3:9])[N:10]2[C:11](=[O:27])[O:12][C:13]([CH2:16][CH2:17][CH2:18][OH:19])([c:20]3[cH:21][cH:22][c:23]([F:26])[cH:24][cH:25]3)[CH2:14][CH2:15]2)[cH:6][cH:7]1.[Cl:28][c:29]1[n:30][n:31][cH:32][cH:33][cH:34]1>>[c:2]1(-[c:29]2[n:30][n:31][cH:32][cH:33][cH:34]2)[cH:3][cH:4][c:5]([CH:8]([CH3:9])[N:10]2[C:11](=[O:27])[O:12][C:13]([CH2:16][CH2:17][CH2:18][OH:19])([c:20]3[cH:21][cH:22][c:23]([F:26])[cH:24][cH:25]3)[CH2:14][CH2:15]2)[cH:6][cH:7]1.